From a dataset of the Open Reaction Database (ORD), a public repository of structured organic reaction records. describe an organic reaction: reactants, conditions, products, and yield Reactants: O=C1CCC(=O)N1Br, O=C(OOC(=O)c1ccccc1)c1ccccc1, COC(=O)c1ccc(C)cc1OS(=O)(=O)C(F)(F)F, ClC(Cl)(Cl)Cl. Reaction SMILES: [Br:20][N:21]1[C:22](=[O:23])[CH2:24][CH2:25][C:26]1=[O:27].[C:28]([O:29][O:30][C:31](=[O:32])[c:33]1[cH:34][cH:35][cH:36][cH:37][cH:38]1)(=[O:39])[c:40]1[cH:41][cH:42][cH:43][cH:44][cH:45]1.[CH3:1][c:2]1[cH:3][c:4]([O:12][S:13](=[O:14])(=[O:15])[C:16]([F:17])([F:18])[F:19])[c:5]([C:6](=[O:7])[O:8][CH3:9])[cH:10][cH:11]1.[Cl:46][C:47]([Cl:48])([Cl:49])[Cl:50]>>[CH2:1]([c:2]1[cH:3][c:4]([O:12][S:13](=[O:14])(=[O:15])[C:16]([F:17])([F:18])[F:19])[c:5]([C:6](=[O:7])[O:8][CH3:9])[cH:10][cH:11]1)[Br:20]. Yields the product COC(=O)c1ccc(CBr)cc1OS(=O)(=O)C(F)(F)F.